From a dataset of the Open Reaction Database (ORD), a public repository of structured organic reaction records. describe an organic reaction: reactants, conditions, products, and yield Reactants: C(#C)C1=NC=C(C=C1)F (2-ethynyl-5-fluoro-pyridine), COC(C1=CN=C(C(=C1)C1=CC=C(C=C1)Cl)Cl)=O (6-chloro-5-(4-chloro-phenyl)-nicotinic acid methyl ester), N[C@H]1[C@@H](CCCC1)O ((1R,2R)-2-amino-cyclohexanol). Yields the product ClC1=CC=C(C=C1)C=1C(=NC=C(C(=O)N[C@H]2[C@@H](CCCC2)O)C1)CCC1=NC=C(C=C1)F (5-(4-Chloro-phenyl)-6-[2-(5-fluoro-pyridin-2-yl)-ethyl]-N-((1R,2R)-2-hydroxy-cyclohexyl)-nicotinamide). Reaction SMILES: [C:1]([C:3]1[CH:8]=[CH:7][C:6]([F:9])=[CH:5][N:4]=1)#[CH:2].CO[C:12](=[O:27])[C:13]1[CH:18]=[C:17]([C:19]2[CH:24]=[CH:23][C:22]([Cl:25])=[CH:21][CH:20]=2)[C:16](Cl)=[N:15][CH:14]=1.[NH2:28][C@@H:29]1[CH2:34][CH2:33][CH2:32][CH2:31][C@H:30]1[OH:35]>>[Cl:25][C:22]1[CH:21]=[CH:20][C:19]([C:17]2[C:16]([CH2:2][CH2:1][C:3]3[CH:8]=[CH:7][C:6]([F:9])=[CH:5][N:4]=3)=[N:15][CH:14]=[C:13]([CH:18]=2)[C:12]([NH:28][C@@H:29]2[CH2:34][CH2:33][CH2:32][CH2:31][C@H:30]2[OH:35])=[O:27])=[CH:24][CH:23]=1. Procedure: The title compound was synthesized in analogy to the procedure described for the preparation of Example 140, using 2-ethynyl-5-fluoro-pyridine (CAN 884494-34-2), 6-chloro-5-(4-chloro-phenyl)-nicotinic acid methyl ester, and (1R,2R)-2-amino-cyclohexanol (commercially available) as starting materials, LC at 215 nm; Rt 4.12: 99%, m/z (ES+): 454.5 (M+H). Reactants: IC=1C=C(C(=O)O)C=CC1 (3-iodobenzoic acid), N1N=NC=C1 (1H-1,2,3-triazole), CN[C@H]1[C@@H](CCCC1)NC (trans-N,N′-dimethylcyclohexane-1,2-diamine), C(=O)([O-])[O-].[Cs+].[Cs+] (Cs2CO3). The reagents and catalysts are [Cu]I (CuI). The solvent is CN(C)C=O (DMF), O (water). Run at temperature 120 celsius. Product: N1(N=NC=C1)C=1C=C(C=O)C=CC1 (3-(1H-1,2,3-triazol-1-yl)benzaldehyde). As a reaction SMILES: I[C:2]1[CH:3]=[C:4]([CH:8]=[CH:9][CH:10]=1)[C:5]([OH:7])=O.[NH:11]1[CH:15]=[CH:14][N:13]=[N:12]1.CN[C@@H]1CCCC[C@H]1NC.C([O-])([O-])=O.[Cs+].[Cs+]>CN(C=O)C.[Cu]I.O>[N:11]1([C:2]2[CH:3]=[C:4]([CH:8]=[CH:9][CH:10]=2)[CH:5]=[O:7])[CH:15]=[CH:14][N:13]=[N:12]1 |f:3.4.5|. Reported procedure: In a sealed tube, a mixture of 3-iodobenzoic acid (2.000 g; 8.06 mmol), 1H-1,2,3-triazole (1.113 g; 16.12 mmol), trans-N,N′-dimethylcyclohexane-1,2-diamine (236 mg; 1.61 mmol), Cs2CO3 (5.362 g; 16.12 mmol), and CuI (76 mg; 0.40 mmol) in anh. DMF (10 ml) was heated to 120° C. for 16 h. After cooling to rt, water was added, and the mixture was extracted with AcOEt. The separated aq. layer was acidified with aq. 1 M HCl, and extracted with AcOEt (3×). The mixed organic layers were dried over anh. M... Reactants: [N+](=O)([O-])C=1C=C(C=CC(=O)O)C=CC1 (3-nitrocinnamic acid), S(O)(O)(=O)=O (sulfuric acid), C(C)O (ethanol), ice water. Yields the product [N+](=O)([O-])C=1C=C(C=CC1)/C=C/C(=O)OCC ((E)-3-(3-Nitrophenyl)-2-propenoic acid, ethyl ester). Yield: 99.0%. Reaction SMILES: [N+:1]([C:4]1[CH:5]=[C:6]([CH:12]=[CH:13][CH:14]=1)[CH:7]=[CH:8][C:9]([OH:11])=[O:10])([O-:3])=[O:2].S(=O)(=O)(O)O.[CH2:20](O)[CH3:21]>>[N+:1]([C:4]1[CH:5]=[C:6](/[CH:7]=[CH:8]/[C:9]([O:11][CH2:20][CH3:21])=[O:10])[CH:12]=[CH:13][CH:14]=1)([O-:3])=[O:2]. Procedure: A mixture of 3-nitrocinnamic acid (11.7 g, 60.6 mmol), concentrated sulfuric acid (0.16 mL, 3.03 mmol) and absolute ethanol (120 mL) was refluxed overnight. The reaction mixture was poured into ice water (400 mL). The mixture was extracted with ethyl ether (500 mL×2). The organic layer was washed with saturated sodium bicarbonate solution (100 mL×2), water (100 mL×2), brine (100 mL×2) and dried over magnesium sulfate. Evaporation gave title compound (12.0 g, 99%) as a colorless oil. Starting materials: NC1=C(C(=O)NC2=NN=NN2)C(=CC=C1)C (2-amino-6-methyl-N-(1H-tetrazol-5-yl)benzamide), C(C)OC(OCC)OCC (triethoxymethane). Reported procedure: A mixture of 1.3 g of 2-amino-6-methyl-N-(1H-tetrazol-5-yl)benzamide and 10 ml of triethoxymethane was heated at reflux for 1 hour. The mixture was then cooled and the solid which formed was separated by filtration, washed with ethanol and air dried to give 5-methyl-3-(1H-tetrazol-5-yl)-4(3H)-quinazolinone melting at about 280°-281° C. with decomposition. This compound has the following structural formula: ##STR3## Product: CC1=C2C(N(C=NC2=CC=C1)C1=NN=NN1)=O (5-methyl-3-(1H-tetrazol-5-yl)-4(3H)-quinazolinone). As a reaction SMILES: [NH2:1][C:2]1[CH:15]=[CH:14][CH:13]=[C:12]([CH3:16])[C:3]=1[C:4]([NH:6][C:7]1[NH:11][N:10]=[N:9][N:8]=1)=[O:5].[CH2:17](OC(OCC)OCC)C>>[CH3:16][C:12]1[CH:13]=[CH:14][CH:15]=[C:2]2[C:3]=1[C:4](=[O:5])[N:6]([C:7]1[NH:11][N:10]=[N:9][N:8]=1)[CH:17]=[N:1]2.